This data is from the Open Reaction Database (ORD), a public repository of structured organic reaction records. The task is: describe an organic reaction: reactants, conditions, products, and yield Starting materials: CN1CCN(CC1)C(=O)C1=CC=C(C=C1)[N+](=O)[O-] (4-(1-methyl-4-piperazinyl-carbonyl)-1-nitrobenzene), [H][H] (hydrogen). The reagents and catalysts are [Ni] (Raney nickel). Solvent: C(C)O (ethanol). Yields the product CN1CCN(CC1)C(=O)C1=CC=C(N)C=C1 (4-(1-methyl-4-piperazinyl-carbonyl)aniline). Reaction SMILES: [CH3:1][N:2]1[CH2:7][CH2:6][N:5]([C:8]([C:10]2[CH:15]=[CH:14][C:13]([N+:16]([O-])=O)=[CH:12][CH:11]=2)=[O:9])[CH2:4][CH2:3]1.[H][H]>C(O)C.[Ni]>[CH3:1][N:2]1[CH2:3][CH2:4][N:5]([C:8]([C:10]2[CH:15]=[CH:14][C:13]([NH2:16])=[CH:12][CH:11]=2)=[O:9])[CH2:6][CH2:7]1. Procedure: 10.9 g of 4-(1-methyl-4-piperazinyl-carbonyl)-1-nitrobenzene are hydrogenated in 90 ml of ethanol with the addition of 1.1 g of Raney nickel for 35 minutes at ambient temperature under 50 psi of hydrogen atmosphere. The catalyst is removed by suction filtering, the filtrate is evaporated down, the residue is stirred with diethyl ether and dried. The reactants are [F-].C(CCC)[N+](CCCC)(CCCC)CCCC (Tetrabutylammonium fluoride), C(C)(C)(C)OC(=O)N(C(=O)OC(C)(C)C)C1=NC=C(C=N1)C(O[SiH2]C(C)(C)C)(C)C (2-[N,N-bis(tert-butoxycarbonyl)amino]-5-(ter-butyl-dimethyl-silanyloxymethyl)-pyrimidin), O (Water). The solvent is C1CCOC1 (THF). Run at time 8 hour. The product is C(C)(C)(C)OC(=O)N(C(=O)OC(C)(C)C)C1=NC=C(C=N1)CO (2-[N,N-bis(tert-butoxycarbonyl)amino]-5-hydroxymethyl-pyrimidin). The yield is 53.1%. Reaction SMILES: [F-].C([N+](CCCC)(CCCC)CCCC)CCC.[C:19]([O:23][C:24]([N:26]([C:34]1[N:39]=[CH:38][C:37]([C:40](C)(C)[O:41][SiH2]C(C)(C)C)=[CH:36][N:35]=1)[C:27]([O:29][C:30]([CH3:33])([CH3:32])[CH3:31])=[O:28])=[O:25])([CH3:22])([CH3:21])[CH3:20].O>C1COCC1>[C:19]([O:23][C:24]([N:26]([C:34]1[N:39]=[CH:38][C:37]([CH2:40][OH:41])=[CH:36][N:35]=1)[C:27]([O:29][C:30]([CH3:33])([CH3:32])[CH3:31])=[O:28])=[O:25])([CH3:20])([CH3:21])[CH3:22] |f:0.1|. Procedure: Tetrabutylammonium fluoride (15.3 g, 48.6 mmol) was added to a solution of 2-[N,N-bis(tert-butoxycarbonyl)amino]-5-(ter-butyl-dimethyl-silanyloxymethyl)-pyrimidin (10.0 g, 24.3 mmol) in THF (100 mL) and stirred at room temperature overnight. Water was added and the product extracted with chloroform. The organic phase was dried and concentrated under reduced pressure. Flash chromatography (MeOH/CH2Cl2, 2.5:77.5) gave 2-[N,N-bis(tert-butoxycarbonyl)amino]-5-hydroxymethyl-pyrimidin (4.20 g, 53%).